This data is from the Open Reaction Database (ORD), a public repository of structured organic reaction records. The task is: describe an organic reaction: reactants, conditions, products, and yield Reactants: CCOc1ccc(C(=O)NC2(C(=O)O)CC2)cc1, CCN=C=NCCCN(C)C, CCN(C(C)C)C(C)C, ClCCl, Cl, I, I, O, On1nnc2ccccc21, NC1CCc2ccccc2-n2ccnc21. The product is CCOc1ccc(C(=O)NC2(C(=O)NC3CCc4ccccc4-n4ccnc43)CC2)cc1. As a reaction SMILES: [CH2:18]([CH3:19])[O:20][c:21]1[cH:22][cH:23][c:24]([C:25](=[O:26])[NH:27][C:28]2([C:31](=[O:32])[OH:33])[CH2:29][CH2:30]2)[cH:34][cH:35]1.[CH3:57][N:58]([CH3:59])[CH2:60][CH2:61][CH2:62][N:63]=[C:64]=[N:65][CH2:66][CH3:67].[CH:47]([N:48]([CH:49]([CH3:50])[CH3:51])[CH2:52][CH3:53])([CH3:54])[CH3:55].[Cl:68][CH2:69][Cl:70].[ClH:56].[IH:1].[IH:2].[OH2:36].[OH:37][n:38]1[c:39]2[cH:40][cH:41][cH:42][cH:43][c:44]2[n:45][n:46]1.[cH:3]1[cH:4][n:5][c:6]2[n:7]1-[c:8]1[c:9]([cH:14][cH:15][cH:16][cH:17]1)[CH2:10][CH2:11][CH:12]2[NH2:13]>>[cH:3]1[cH:4][n:5][c:6]2[n:7]1-[c:8]1[c:9]([cH:14][cH:15][cH:16][cH:17]1)[CH2:10][CH2:11][CH:12]2[NH:13][C:31]([C:28]1([NH:27][C:25]([c:24]2[cH:23][cH:22][c:21]([O:20][CH2:18][CH3:19])[cH:35][cH:34]2)=[O:26])[CH2:29][CH2:30]1)=[O:32]. Starting materials: CC(C)=CCn1c(N2CC3CN(C(=O)OC(C)(C)C)CC3C2)nc2ccc([N+](=O)[O-])cc21, CCO, [Cl-], [Fe], [NH4+], O. Product: CC(C)=CCn1c(N2CC3CN(C(=O)OC(C)(C)C)CC3C2)nc2ccc(N)cc21. As a reaction SMILES: [CH3:1][C:2](=[CH:3][CH2:4][n:5]1[c:6]([N:17]2[CH2:18][CH:19]3[CH:20]([CH2:21]2)[CH2:22][N:23]([C:25](=[O:26])[O:27][C:28]([CH3:29])([CH3:30])[CH3:31])[CH2:24]3)[n:7][c:8]2[c:9]1[cH:10][c:11]([N+:14]([O-:15])=[O:16])[cH:12][cH:13]2)[CH3:32].[CH3:35][CH2:36][OH:37].[Cl-:33].[Fe:39].[NH4+:34].[OH2:38]>>[CH3:1][C:2](=[CH:3][CH2:4][n:5]1[c:6]([N:17]2[CH2:18][CH:19]3[CH:20]([CH2:21]2)[CH2:22][N:23]([C:25](=[O:26])[O:27][C:28]([CH3:29])([CH3:30])[CH3:31])[CH2:24]3)[n:7][c:8]2[c:9]1[cH:10][c:11]([NH2:14])[cH:12][cH:13]2)[CH3:32]. The reactants are C(C)N(CCCN(CCCCCCCCN(CCCNC(=O)OC(C)(C)C)C(=O)OC(C)(C)C)C(=O)OC(C)(C)C)C(=O)OC(C)(C)C (1-Ethyl-1,5,14,18-tetra-(t-butoxycarbonyl)-1,5,14,18-tetraazaoctadecane), Cl (HCl). The solvent is C(C)O (ethanol), C(C)OCC (diethyl ether). The product is Cl.Cl.Cl.Cl.NCCCNCCCCCCCCNCCCNCC (N-(3-Aminopropyl)-N'-(3-(ethylamino)proyl)-1,8-octanediamine tetrahydrochloride). RXN SMILES: [CH2:1]([N:3](C(OC(C)(C)C)=O)[CH2:4][CH2:5][CH2:6][N:7](C(OC(C)(C)C)=O)[CH2:8][CH2:9][CH2:10][CH2:11][CH2:12][CH2:13][CH2:14][CH2:15][N:16](C(OC(C)(C)C)=O)[CH2:17][CH2:18][CH2:19][NH:20]C(OC(C)(C)C)=O)[CH3:2].[ClH:49]>C(O)C.C(OCC)C>[ClH:49].[ClH:49].[ClH:49].[ClH:49].[NH2:20][CH2:19][CH2:18][CH2:17][NH:16][CH2:15][CH2:14][CH2:13][CH2:12][CH2:11][CH2:10][CH2:9][CH2:8][NH:7][CH2:6][CH2:5][CH2:4][NH:3][CH2:1][CH3:2] |f:4.5.6.7.8|. Procedure: Dissolve 2.5 g (0.0036 mol) of the product of Step A in 5 ml of ethanol and treat with 60 ml of 2 N HCl in diethyl ether stirring overnight. Filter the mixture and dry the residue to yield 1.35 g of the title compound, mp >300° C. Elemental analysis: Calculated, C-43.54, H-9.82, N-12.69, Cl-32.13; Found, C-43.43, H-9.60, 9.55; N-12.60, 12.62; Cl-32.30. Reactants: [Br-].C[N+]1=CC2=CC=C(C=C2C=C1)OCCN1C(C=2C(C1=O)=CC=CC2)=O (2-Methyl-6(2-Phthalimidoethoxy)isoquinolinium bromide), O.NN (hydrazine hydrate). The solvent is C(C)O (ethanol). The product is [Br-].NCCOC=1C=C2C=C[N+](=CC2=CC1)C (6-(2-Aminoethoxy)-2-methylisoquinolinium bromide). Reaction SMILES: [Br-:1].[CH3:2][N+:3]1[CH:12]=[CH:11][C:10]2[C:5](=[CH:6][CH:7]=[C:8]([O:13][CH2:14][CH2:15][N:16]3C(=O)C4=CC=CC=C4C3=O)[CH:9]=2)[CH:4]=1.O.NN>C(O)C>[Br-:1].[NH2:16][CH2:15][CH2:14][O:13][C:8]1[CH:9]=[C:10]2[C:5](=[CH:6][CH:7]=1)[CH:4]=[N+:3]([CH3:2])[CH:12]=[CH:11]2 |f:0.1,2.3,5.6|. Procedure details: 2-Methyl-6(2-Phthalimidoethoxy)isoquinolinium bromide (900 mg.) and hydrazine hydrate (0.3 g.) in ethanol (50 ml) were heated under reflux for 2 hr. The mixture was cooled and the precipitated hydrazide filtered off. Addition of ether to the filtrate gave a solid which was recrystallised from acetonitrile and had m.p. 173°-176°.